From a dataset of the Open Reaction Database (ORD), a public repository of structured organic reaction records. describe an organic reaction: reactants, conditions, products, and yield The reactants are COc1ccc(Br)c2sccc12, [C-]#N, [C-]#N, CN(C)C=O, O, [Zn+2], c1ccc(P(c2ccccc2)(c2ccccc2)[Pd](P(c2ccccc2)(c2ccccc2)c2ccccc2)(P(c2ccccc2)(c2ccccc2)c2ccccc2)P(c2ccccc2)(c2ccccc2)c2ccccc2)cc1. Yields the product COc1ccc(C#N)c2sccc12. Reaction SMILES: [Br:1][c:2]1[cH:3][cH:4][c:5]([O:11][CH3:12])[c:6]2[cH:7][cH:8][s:9][c:10]12.[C-:18]#[N:19].[C-:21]#[N:22].[CH3:13][N:14]([CH3:15])[CH:16]=[O:17].[OH2:100].[Zn+2:20].[cH:23]1[cH:24][cH:25][c:26]([P:27]([Pd:28]([P:29]([c:30]2[cH:31][cH:32][cH:33][cH:34][cH:35]2)([c:36]2[cH:37][cH:38][cH:39][cH:40][cH:41]2)[c:42]2[cH:43][cH:44][cH:45][cH:46][cH:47]2)([P:48]([c:49]2[cH:50][cH:51][cH:52][cH:53][cH:54]2)([c:55]2[cH:56][cH:57][cH:58][cH:59][cH:60]2)[c:61]2[cH:62][cH:63][cH:64][cH:65][cH:66]2)[P:67]([c:68]2[cH:69][cH:70][cH:71][cH:72][cH:73]2)([c:74]2[cH:75][cH:76][cH:77][cH:78][cH:79]2)[c:80]2[cH:81][cH:82][cH:83][cH:84][cH:85]2)([c:86]2[cH:87][cH:88][cH:89][cH:90][cH:91]2)[c:92]2[cH:93][cH:94][cH:95][cH:96][cH:97]2)[cH:98][cH:99]1>>[c:2]1([C:13]#[N:14])[cH:3][cH:4][c:5]([O:11][CH3:12])[c:6]2[cH:7][cH:8][s:9][c:10]12. Yields the product O=C(NC1CCCNC1)N1CCc2ccccc2C1c1ccc(C(F)(F)F)cc1. Reactants: CC(C)(C)OC(=O)N1CCCC(NC(=O)N2CCc3ccccc3C2c2ccc(C(F)(F)F)cc2)C1, O=C(O)C(F)(F)F. RXN SMILES: [F:1][C:2]([c:3]1[cH:4][cH:5][c:6]([CH:9]2[N:10]([C:19](=[O:20])[NH:21][CH:22]3[CH2:23][N:24]([C:28]([O:29][C:30]([CH3:31])([CH3:32])[CH3:33])=[O:34])[CH2:25][CH2:26][CH2:27]3)[CH2:11][CH2:12][c:13]3[cH:14][cH:15][cH:16][cH:17][c:18]32)[cH:7][cH:8]1)([F:35])[F:36].[F:37][C:38]([F:39])([F:40])[C:41]([OH:42])=[O:43]>>[F:1][C:2]([c:3]1[cH:4][cH:5][c:6]([CH:9]2[N:10]([C:19](=[O:20])[NH:21][CH:22]3[CH2:23][NH:24][CH2:25][CH2:26][CH2:27]3)[CH2:11][CH2:12][c:13]3[cH:14][cH:15][cH:16][cH:17][c:18]32)[cH:7][cH:8]1)([F:35])[F:36]. Starting materials: [Cl-].[Cl-].[Cl-].[Al+3] (aluminum trichloride), CC=1NC(=CC1C(=O)OC)C (methyl 2,5-dimethyl-1H-pyrrole-3-carboxylate), [Cl-].[Cl-].[Cl-].[Al+3] (aluminum trichloride), ClC(=C(C)C)N(C)C (1-chloro-N,N,2-trimethylprop-1-en-1-amine), Cl (HCl), acid chloride, C(C)OC1CCN(CC1)C(=O)C=1C=C(C=CC1F)CC(=O)O (2-(3-(4-ethoxypiperidine-1-carbonyl)-4-fluorophenyl)acetic acid). Run in C(Cl)Cl (DCM), C(Cl)Cl (DCM), C(Cl)Cl (DCM). Reaction conditions: temperature 0 celsius, time 10 minute. The product is C(C)OC1CCN(CC1)C(=O)C=1C=C(C=CC1F)CC(=O)C=1C(=C(NC1C)C)C(=O)OC (methyl 4-(2-(3-(4-ethoxypiperidine-1-carbonyl)-4-fluorophenyl)acetyl)-2,5-dimethyl-1H-pyrrole-3-carboxylate). Isolated yield 86.4%. RXN SMILES: [CH3:1][C:2]1[NH:3][C:4]([CH3:11])=[CH:5][C:6]=1[C:7]([O:9][CH3:10])=[O:8].[Cl-].[Cl-].[Cl-].[Al+3].ClC(N(C)C)=C(C)C.[CH2:24]([O:26][CH:27]1[CH2:32][CH2:31][N:30]([C:33]([C:35]2[CH:36]=[C:37]([CH2:42][C:43](O)=[O:44])[CH:38]=[CH:39][C:40]=2[F:41])=[O:34])[CH2:29][CH2:28]1)[CH3:25].Cl>C(Cl)Cl>[CH2:24]([O:26][CH:27]1[CH2:28][CH2:29][N:30]([C:33]([C:35]2[CH:36]=[C:37]([CH2:42][C:43]([C:5]3[C:6]([C:7]([O:9][CH3:10])=[O:8])=[C:2]([CH3:1])[NH:3][C:4]=3[CH3:11])=[O:44])[CH:38]=[CH:39][C:40]=2[F:41])=[O:34])[CH2:31][CH2:32]1)[CH3:25] |f:1.2.3.4|. Reported procedure: A solution of methyl 2,5-dimethyl-1H-pyrrole-3-carboxylate (0.545 g, 3.56 mmol) in anhydrous DCM (10 mL) was added dropwise to a stirred suspension of aluminum trichloride (1.078 g, 8.08 mmol) in anhydrous DCM (20 mL) at 0° C., under nitrogen. The resulting suspension was stirred at 0° C. for 10 minutes. A solution of the requisite acid chloride [prepared earlier; by stirring 1-chloro-N,N,2-trimethylprop-1-en-1-amine (0.428 mL, 3.23 mmol) was added to a solution of 2-(3-(4-ethoxypiperidine-1-car... The reactants are [BH4-].[Na+] (sodium borohydride), ClC(C)Cl (dichloroethane), NC[C@H]1CN(C[C@@H]1C1=CC=CC=C1)C(=O)OC1=CC=C(C=C1)C(=O)OC (4-(methoxycarbonyl)phenyl(3S,4S)-3-(aminomethyl)-4-phenylpyrrolidine-1-carboxylate), C(C)(=O)C1=CSC2=C1C=CC=C2 (3-acetylbenzothiophene). The reagents and catalysts are C(C)(C)O[Ti](OC(C)C)(OC(C)C)OC(C)C (tetraisopropoxy titanium). Run in CO (methanol). Reaction conditions: time 2 hour. Product: S1C=C(C2=C1C=CC=C2)C(C)NC[C@H]2CN(C[C@@H]2C2=CC=CC=C2)C(=O)OC2=CC=C(C=C2)C(=O)OC (4-(methoxycarbonyl)phenyl(3S,4S)-3-({[1-(1-benzothien-3-yl)ethyl]amino}methyl)-4-phenylpyrrolidine-1-carboxylate). Yield: 55.0%. Reaction SMILES: ClC(Cl)C.[NH2:5][CH2:6][C@@H:7]1[C@@H:11]([C:12]2[CH:17]=[CH:16][CH:15]=[CH:14][CH:13]=2)[CH2:10][N:9]([C:18]([O:20][C:21]2[CH:26]=[CH:25][C:24]([C:27]([O:29][CH3:30])=[O:28])=[CH:23][CH:22]=2)=[O:19])[CH2:8]1.[C:31]([C:34]1[C:38]2[CH:39]=[CH:40][CH:41]=[CH:42][C:37]=2[S:36][CH:35]=1)(=O)[CH3:32].[BH4-].[Na+]>CO.C(O[Ti](OC(C)C)(OC(C)C)OC(C)C)(C)C>[S:36]1[C:37]2[CH:42]=[CH:41][CH:40]=[CH:39][C:38]=2[C:34]([CH:31]([NH:5][CH2:6][C@@H:7]2[C@@H:11]([C:12]3[CH:13]=[CH:14][CH:15]=[CH:16][CH:17]=3)[CH2:10][N:9]([C:18]([O:20][C:21]3[CH:22]=[CH:23][C:24]([C:27]([O:29][CH3:30])=[O:28])=[CH:25][CH:26]=3)=[O:19])[CH2:8]2)[CH3:32])=[CH:35]1 |f:3.4|. Procedure: A 1.0 ml dichloroethane solution of 119 mg of 4-(methoxycarbonyl)phenyl(3S,4S)-3-(aminomethyl)-4-phenylpyrrolidine-1-carboxylate and 62 mg of 3-acetylbenzothiophene was mixed with 0.12 ml of tetraisopropoxy titanium and stirred for 2 hours. The reaction solution was diluted with 1.0 ml of methanol, mixed with 38 mg of sodium borohydride, further stirred for 1 hour and then concentrated under a reduced pressure, and the thus obtained was purified by a silica gel chromatography (chloroform-methano... Reactants: Cl.Cl.CN1CCN(CC1)C1CC=2C=CC(=CC2CC1)C(=O)O (6-(4-methyl-piperazin-1-yl)-5,6,7,8-tetrahydro-naphthalene-2-carboxylic acid dihydrochloride), N1[C@H](CCC1)CN1CCCC1 ((R)-(+)-1-(2-pyrrolidinylmethyl)-pyrrolidine). Product: CN1CCN(CC1)C1CC=2C=CC(=CC2CC1)C(=O)N1C(CCC1)CN1CCCC1 ([6-(4-methyl-piperazin-1-yl)-5,6,7,8-tetrahydro-naphthalen-2-yl]-(2-pyrrolidin-1-ylmethyl-pyrrolidin-1-yl)-methanone). RXN SMILES: Cl.Cl.[CH3:3][N:4]1[CH2:9][CH2:8][N:7]([CH:10]2[CH2:19][CH2:18][C:17]3[CH:16]=[C:15]([C:20]([OH:22])=O)[CH:14]=[CH:13][C:12]=3[CH2:11]2)[CH2:6][CH2:5]1.[NH:23]1[CH2:27][CH2:26][CH2:25][C@@H:24]1[CH2:28][N:29]1[CH2:33][CH2:32][CH2:31][CH2:30]1>>[CH3:3][N:4]1[CH2:5][CH2:6][N:7]([CH:10]2[CH2:19][CH2:18][C:17]3[CH:16]=[C:15]([C:20]([N:23]4[CH2:27][CH2:26][CH2:25][CH:24]4[CH2:28][N:29]4[CH2:33][CH2:32][CH2:31][CH2:30]4)=[O:22])[CH:14]=[CH:13][C:12]=3[CH2:11]2)[CH2:8][CH2:9]1 |f:0.1.2|. Reported procedure: [6-(4-methyl-piperazin-1-yl)-5,6,7,8-tetrahydro-naphthalen-2-yl]-(2-pyrrolidin-1-ylmethyl-pyrrolidin-1-yl)-methanone is prepared from 6-(4-methyl-piperazin-1-yl)-5,6,7,8-tetrahydro-naphthalene-2-carboxylic acid dihydrochloride and (R)-(+)-1-(2-pyrrolidinylmethyl)-pyrrolidine in a manner substantially analogous to Procedure C (See herein Example 13). Observed mass 411 (M++1). Starting materials: C(C)OC(=O)C=1C=NC2=C(C=CC=C2C1NC1CCCC1)OC (4-cyclopentylamino-8-methoxy-quinoline-3-carboxylic acid ethyl ester), N(=C=O)C1=CC2=C(OCCO2)C=C1 (6-isocyanato-2,3-dihydro-benzo[1,4]dioxine). Product: C1(CCCC1)N1C(N(C(C=2C=NC=3C(=CC=CC3C21)OC)=O)C2=CC1=C(OCCO1)C=C2)=O (1-Cyclopentyl-3-(2,3-dihydro-benzo[1,4]dioxin-6-yl)-7-methoxy-1H-pyrimido[5,4-c]quinoline-2,4-dione). Yield: 40.4%. As a reaction SMILES: C(O[C:4]([C:6]1[CH:7]=[N:8][C:9]2[C:14]([C:15]=1[NH:16][CH:17]1[CH2:21][CH2:20][CH2:19][CH2:18]1)=[CH:13][CH:12]=[CH:11][C:10]=2[O:22][CH3:23])=[O:5])C.[N:24]([C:27]1[CH:36]=[CH:35][C:30]2[O:31][CH2:32][CH2:33][O:34][C:29]=2[CH:28]=1)=[C:25]=[O:26]>>[CH:17]1([N:16]2[C:15]3[C:14]4[CH:13]=[CH:12][CH:11]=[C:10]([O:22][CH3:23])[C:9]=4[N:8]=[CH:7][C:6]=3[C:4](=[O:5])[N:24]([C:27]3[CH:36]=[CH:35][C:30]4[O:31][CH2:32][CH2:33][O:34][C:29]=4[CH:28]=3)[C:25]2=[O:26])[CH2:21][CH2:20][CH2:19][CH2:18]1. Reported procedure: 1-Cyclopentyl-3-(2,3-dihydro-benzo[1,4]dioxin-6-yl)-7-methoxy-1H-pyrimido[5,4-c]quinoline-2,4-dione (18 mg) was prepared from 4-cyclopentylamino-8-methoxy-quinoline-3-carboxylic acid ethyl ester (0.1 mmol) and 6-isocyanato-2,3-dihydro-benzo[1,4]dioxine (0.5 mmol) following general procedure C. LCMS: m/z 446 [M+1]+.